From a dataset of the Open Reaction Database (ORD), a public repository of structured organic reaction records. describe an organic reaction: reactants, conditions, products, and yield The reactants are resultant mixture, FC1=C2C=C(NC2=CC=C1)C1=NC(=CC=C1CCC(=O)OCC)C=1C(=CC2=C(C(=C(O2)C2=CC=C(C=C2)F)C(NC)=O)C1)N(S(=O)(=O)C)C (ethyl 3-(2-(4-fluoro-1H-indol-2-yl)-6-(2-(4-fluorophenyl)-3-(methylcarbamoyl)-6-(N-methylmethylsulfonamido)benzofuran-5-yl)pyridin-3-yl)propanoate), O.[OH-].[Li+] (lithium hydroxide monohydrate), Cl (HCl), CO (MeOH). The solvent is CCOC(=O)C (EtOAc), O (H2O), O (H2O), C1CCOC1 (THF). Product: FC1=C2C=C(NC2=CC=C1)C1=NC(=CC=C1CCC(=O)O)C=1C(=CC2=C(C(=C(O2)C2=CC=C(C=C2)F)C(NC)=O)C1)N(S(=O)(=O)C)C (3-(2-(4-fluoro-1H-indol-2-yl)-6-(2-(4-fluorophenyl)-3-(methylcarbamoyl)-6-(N-methylmethylsulfonamido)benzofuran-5-yl)pyridin-3-yl)propanoic acid). Reaction SMILES: [F:1][C:2]1[CH:10]=[CH:9][CH:8]=[C:7]2[C:3]=1[CH:4]=[C:5]([C:11]1[C:16]([CH2:17][CH2:18][C:19]([O:21]CC)=[O:20])=[CH:15][CH:14]=[C:13]([C:24]3[C:25]([N:44]([CH3:49])[S:45]([CH3:48])(=[O:47])=[O:46])=[CH:26][C:27]4[O:31][C:30]([C:32]5[CH:37]=[CH:36][C:35]([F:38])=[CH:34][CH:33]=5)=[C:29]([C:39](=[O:42])[NH:40][CH3:41])[C:28]=4[CH:43]=3)[N:12]=1)[NH:6]2.O.[OH-].[Li+].CO.Cl>C1COCC1.CCOC(C)=O.O>[F:1][C:2]1[CH:10]=[CH:9][CH:8]=[C:7]2[C:3]=1[CH:4]=[C:5]([C:11]1[C:16]([CH2:17][CH2:18][C:19]([OH:21])=[O:20])=[CH:15][CH:14]=[C:13]([C:24]3[C:25]([N:44]([CH3:49])[S:45]([CH3:48])(=[O:46])=[O:47])=[CH:26][C:27]4[O:31][C:30]([C:32]5[CH:33]=[CH:34][C:35]([F:38])=[CH:36][CH:37]=5)=[C:29]([C:39](=[O:42])[NH:40][CH3:41])[C:28]=4[CH:43]=3)[N:12]=1)[NH:6]2 |f:1.2.3|. Procedure: A mixture of ethyl 3-(2-(4-fluoro-1H-indol-2-yl)-6-(2-(4-fluorophenyl)-3-(methylcarbamoyl)-6-(N-methylmethylsulfonamido)benzofuran-5-yl)pyridin-3-yl)propanoate (91 mg, 0.133 mmol) and lithium hydroxide monohydrate (27.8 mg, 0.663 mmol) were suspended in THF (0.53 mL), MeOH (0.27 mL), and H2O (0.2 mL). The resultant mixture was stirred at ambient temperature overnight then cooled in an ice bath and acidified to pH 2 with 1 N HCl. The mixture was then diluted with EtOAc and H2O, separated into lay... Reactants: [C@H]12[C@H](O)[C@@H](O)[C@H](O)[C@H](O1)CO2 (1,6-anhydro-β-D-glucopyranose), BrC=1C=CC(=C(CC=2SC(=CC2)C2=CC=C(C=C2)F)C1)C (2-(5-bromo-2-methylbenzyl)-5-(4-fluorophenyl)thiophene), C(CCC)[Li] (n-butyl lithium), [H-].C(C(C)C)[Al+]CC(C)C (diisobutylaluminum hydride), [Cl-].C(C(C)C)[Al+]CC(C)C (Diisobutylaluminum chloride), [Al] (aluminum). The solvent is C1(=CC=CC=C1)OC (anisole), CC1OCCC1 (2-methyltetrahydrofuran). Reaction conditions: time 30 minute. The product is CC=1C=CC(=CC1CC2=CC=C(S2)C=3C=CC(=CC3)F)[C@H]4[C@@H]([C@H]([C@@H]([C@H](O4)CO)O)O)O (canagliflozin). Isolated yield 42.0%. Reaction SMILES: Br[C:2]1[CH:3]=[CH:4][C:5]([CH3:21])=[C:6]([CH:20]=1)[CH2:7][C:8]1[S:9][C:10]([C:13]2[CH:18]=[CH:17][C:16]([F:19])=[CH:15][CH:14]=2)=[CH:11][CH:12]=1.C([Li])CCC.[Cl-].C([Al+]CC(C)C)C(C)C.[C@@H:37]12[O:47][CH2:46][C@@H:44]([O:45]1)[C@@H:42]([OH:43])[C@H:40]([OH:41])[C@H:38]2[OH:39].[H-].C([Al+]CC(C)C)C(C)C.[Al]>CC1CCCO1.C1(OC)C=CC=CC=1>[CH3:21][C:5]1[CH:4]=[CH:3][C:2]([C@@H:37]2[O:45][C@H:44]([CH2:46][OH:47])[C@@H:42]([OH:43])[C@H:40]([OH:41])[C@H:38]2[OH:39])=[CH:20][C:6]=1[CH2:7][C:8]1[S:9][C:10]([C:13]2[CH:18]=[CH:17][C:16]([F:19])=[CH:15][CH:14]=2)=[CH:11][CH:12]=1 |f:2.3,5.6|. Reported procedure: To a solution of 2-(5-bromo-2-methylbenzyl)-5-(4-fluorophenyl)thiophene (796 mg, 2.2 mmol) in 2-methyltetrahydrofuran (20 mL) was added dropwise n-butyl lithium (1.63 mL, 2.6 mmol, 1.6 M in hexane) at −76° C. and was then stirred for 30 min. Diisobutylaluminum chloride (4.4 mL, 3.5 mmol, 0.8 M in n-heptane) was added and the mixture was stirred for 1 hour and then warmed to ambient temperature and was stirred overnight. To a suspension of 1,6-anhydro-β-D-glucopyranose (648 mg, 4.0 mmol) in aniso... The reactants are BrC=1C=NC=CC1NC ((3-bromo-pyridin-4-yl)-methyl-amine), C([O-])([O-])=O.[Na+].[Na+] (sodium carbonate), C1(=C(C=CC=C1)B(O)O)C (o-tolylboronic acid). The reagents and catalysts are C=1C=CC(=CC1)[P](C=2C=CC=CC2)(C=3C=CC=CC3)[Pd]([P](C=4C=CC=CC4)(C=5C=CC=CC5)C=6C=CC=CC6)([P](C=7C=CC=CC7)(C=8C=CC=CC8)C=9C=CC=CC9)[P](C=1C=CC=CC1)(C=1C=CC=CC1)C=1C=CC=CC1 (tetrakis(triphenylphosphine)palladium(0)). The solvent is C1(=CC=CC=C1)C (toluene). Run at temperature 80 celsius. The product is CNC1=C(C=NC=C1)C1=C(C=CC=C1)C (Methyl-(3-o-tolyl-pyridin-4-yl)-amine). Isolated yield 12.3%. Reaction SMILES: Br[C:2]1[CH:3]=[N:4][CH:5]=[CH:6][C:7]=1[NH:8][CH3:9].C(=O)([O-])[O-].[Na+].[Na+].[C:16]1([CH3:25])[CH:21]=[CH:20][CH:19]=[CH:18][C:17]=1B(O)O>C1C=CC([P]([Pd]([P](C2C=CC=CC=2)(C2C=CC=CC=2)C2C=CC=CC=2)([P](C2C=CC=CC=2)(C2C=CC=CC=2)C2C=CC=CC=2)[P](C2C=CC=CC=2)(C2C=CC=CC=2)C2C=CC=CC=2)(C2C=CC=CC=2)C2C=CC=CC=2)=CC=1.C1(C)C=CC=CC=1>[CH3:9][NH:8][C:7]1[CH:6]=[CH:5][N:4]=[CH:3][C:2]=1[C:17]1[CH:18]=[CH:19][CH:20]=[CH:21][C:16]=1[CH3:25] |f:1.2.3,^1:29,31,50,69|. Procedure: A mixture of 1.26 g (6.75 mmol) (3-bromo-pyridin-4-yl)-methyl-amine, 13 ml toluene, 7 ml 2 N sodium carbonate solution, 234 mg (0.203 mmol) tetrakis(triphenylphosphine)palladium(0) and 1.01 g (7.43 mmol) o-tolylboronic acid was heated under argon at 80° C. for 12 h. After cooling to room temperature, the aqueous phase was separated and washed twice with toluene. The combined organic layers were washed with brine, dried (sodium sulfate) and evaporated. The residue was purified by flash chromatogr... Reactants: [Al+3], [H-], [H-], [H-], [H-], [Li+], C1CCOC1, O, N#Cc1ccc(OCc2ccccn2)cc1. Product: NCc1ccc(OCc2ccccn2)cc1. As a reaction SMILES: [Al+3:18].[H-:17].[H-:20].[H-:21].[H-:22].[Li+:19].[O:24]1[CH2:25][CH2:26][CH2:27][CH2:28]1.[OH2:23].[n:1]1[c:2]([CH2:7][O:8][c:9]2[cH:10][cH:11][c:12]([C:13]#[N:14])[cH:15][cH:16]2)[cH:3][cH:4][cH:5][cH:6]1>>[n:1]1[c:2]([CH2:7][O:8][c:9]2[cH:10][cH:11][c:12]([CH2:13][NH2:14])[cH:15][cH:16]2)[cH:3][cH:4][cH:5][cH:6]1. Starting materials: [Cl-].[NH4+] (ammonium chloride), C(C)(C)N(CC)C(C)C (diisopropyl ethylamine), O1OOCCC1 (trioxane), FC1=C(C=CC(=C1)F)C(CCC(=O)N1C(OC[C@H]1C1=CC=CC=C1)=O)=C ((R)-3-(4-(2,4-difluorophenyl)pent-4-enoyl)-4-phenyloxazolidin-2-one). The reagents and catalysts are [Cl-].[Ti+4].[Cl-].[Cl-].[Cl-] (titanium chloride), [Cl-].[Ti+4].[Cl-].[Cl-].[Cl-] (Titanium chloride). Solvent: ClCCl (dichloro methane). Run at temperature -15 celsius, time 40 minute. Yields the product FC1=C(C=CC(=C1)F)C(C[C@H](C(=O)N1C(OC[C@H]1C1=CC=CC=C1)=O)CO)=C ((R)-3-((S)-4-(2,4-difluorophenyl)-2-(hydroxymethyl) pent-4-enoyl)-4-phenyloxazolidin-2-one). Reaction SMILES: [F:1][C:2]1[CH:7]=[C:6]([F:8])[CH:5]=[CH:4][C:3]=1[C:9](=[CH2:26])[CH2:10][CH2:11][C:12]([N:14]1[C@H:18]([C:19]2[CH:24]=[CH:23][CH:22]=[CH:21][CH:20]=2)[CH2:17][O:16][C:15]1=[O:25])=[O:13].C(N(C(C)C)CC)(C)C.[O:36]1[CH2:41]CCOO1.[Cl-].[NH4+]>ClCCl.[Cl-].[Ti+4].[Cl-].[Cl-].[Cl-]>[F:1][C:2]1[CH:7]=[C:6]([F:8])[CH:5]=[CH:4][C:3]=1[C:9](=[CH2:26])[CH2:10][C@@H:11]([CH2:41][OH:36])[C:12]([N:14]1[C@H:18]([C:19]2[CH:24]=[CH:23][CH:22]=[CH:21][CH:20]=2)[CH2:17][O:16][C:15]1=[O:25])=[O:13] |f:3.4,6.7.8.9.10|. Procedure details: Titanium chloride solution (prepared from 33.8 ml of titanium chloride and 50 ml of dichloromethane) was added to a pre-cooled solution of (R)-3-(4-(2,4-difluorophenyl)pent-4-enoyl)-4-phenyloxazolidin-2-one compound of formula-4 (100 g) in dichloro methane (1000 ml) at −20 to −10° C. under nitrogen atmosphere and diisopropyl ethylamine (45.61 μm) was added to the reaction mixture and stirred for 40 minutes at −20 to −10° C. A trioxane solution (prepared from 52.94 g of trioxane and 150 ml of dic... Starting materials: C(#N)CC(=O)O (Cyanoacetic acid), C(C)C(CO)CCCC (2-ethylhexanol), CS(=O)(=O)O (methanesulfonic acid), alkanol. Run at temperature 130 celsius. The product is C(#N)CC(=O)OC(CCCCC)CC (ethylhexyl cyanoacetate). Reaction SMILES: [C:1]([CH2:3][C:4]([OH:6])=[O:5])#[N:2].[CH2:7]([CH:9]([CH2:12][CH2:13][CH2:14][CH3:15])CO)[CH3:8].[CH3:16]S(O)(=O)=O>>[C:1]([CH2:3][C:4]([O:6][CH:9]([CH2:7][CH3:8])[CH2:12][CH2:13][CH2:14][CH2:15][CH3:16])=[O:5])#[N:2]. Procedure: Cyanoacetic acid (85.5 g; 1.0 mol), 2-ethylhexanol (172 g; 1.32 mol) and methanesulfonic acid (0.47 g; 0.005 mol) were introduced into a 500 ml flask under a nitrogen atmosphere. The reaction vessel was equipped with a distillation column that is provided with means for recycling the alkanol distillate to the flask. The mixture was heated slowly to a maximum of 130° C. while gradually reducing the pressure to about 15 mm of Hg. Water was continuously removed from the distillates (bp 68-80° C./10... Reactants: FC(C(=O)O)(F)F.FC(C(=O)O)(F)F.C(#N)CC1(CN(C1)[C@H]1CC[C@H](CC1)OC1=CC(=NC(=N1)C(F)(F)F)C(=O)N(C)C)N1N=CC(=C1)C=1C2=C(N=CN1)NC=C2 (6-[(cis-4-{3-(cyanomethyl)-3-[4-(7H-pyrrolo[2,3-d]pyrimidin-4-yl)-1H-pyrazol-1-yl]azetidin-1-yl}cyclohexyl)oxy]-N,N-dimethyl-2-(trifluoromethyl)pyrimidine-4-carboxamide bis(trifluoroacetate)), CNCC (N-methylethylamine). Yields the product FC(C(=O)O)(F)F.FC(C(=O)O)(F)F.C(#N)CC1(CN(C1)[C@H]1CC[C@H](CC1)OC1=CC(=NC(=N1)C(F)(F)F)C(=O)N(C)CC)N1N=CC(=C1)C=1C2=C(N=CN1)NC=C2 (6-[(cis-4-{3-(cyanomethyl)-3-[4-(7H-pyrrolo[2,3-d]pyrimidin-4-yl)-1H-pyrazol-1-yl]azetidin-1-yl}cyclohexyl)oxy]-N-ethyl-N-methyl-2-(trifluoromethyl)pyrimidine-4-carboxamide bis(trifluoroacetate)). Reaction SMILES: [F:1][C:2]([F:7])([F:6])[C:3]([OH:5])=[O:4].[F:8][C:9]([F:14])([F:13])[C:10]([OH:12])=[O:11].[C:15]([CH2:17][C:18]1([N:44]2[CH:48]=[C:47]([C:49]3[C:50]4[CH:57]=[CH:56][NH:55][C:51]=4[N:52]=[CH:53][N:54]=3)[CH:46]=[N:45]2)[CH2:21][N:20]([C@@H:22]2[CH2:27][CH2:26][C@H:25]([O:28][C:29]3[N:34]=[C:33]([C:35]([F:38])([F:37])[F:36])[N:32]=[C:31]([C:39]([N:41]([CH3:43])[CH3:42])=[O:40])[CH:30]=3)[CH2:24][CH2:23]2)[CH2:19]1)#[N:16].[CH3:58]NCC>>[F:1][C:2]([F:7])([F:6])[C:3]([OH:5])=[O:4].[F:8][C:9]([F:14])([F:13])[C:10]([OH:12])=[O:11].[C:15]([CH2:17][C:18]1([N:44]2[CH:48]=[C:47]([C:49]3[C:50]4[CH:57]=[CH:56][NH:55][C:51]=4[N:52]=[CH:53][N:54]=3)[CH:46]=[N:45]2)[CH2:21][N:20]([C@@H:22]2[CH2:27][CH2:26][C@H:25]([O:28][C:29]3[N:34]=[C:33]([C:35]([F:38])([F:36])[F:37])[N:32]=[C:31]([C:39]([N:41]([CH2:43][CH3:58])[CH3:42])=[O:40])[CH:30]=3)[CH2:24][CH2:23]2)[CH2:19]1)#[N:16] |f:0.1.2,4.5.6|. Procedure: This compound was prepared by a procedure similar to that of Example 46 using 6-[(cis-4-{3-(cyanomethyl)-3-[4-(7-{[2-(trimethylsilyl)ethoxy]methyl}-7H-pyrrolo[2,3-d]pyrimidin-4-yl)-1H-pyrazol-1-yl]azetidin-1-yl}cyclohexyl)oxy]-2-(trifluoromethyl)pyrimidine-4-carboxylic acid (20.00 mg, 0.02866 mmol) (Example 46, Step 4) and N-methylethylamine, (4.41 mg, 0.0747 mmol). 1H NMR (300 MHz, CD3OD) δ 9.15 (s, 1H), 8.92 (d, 1H), 8.61 (s, 1H), 7.85 (d, 1H), 7.31 (d, 1H), 7.17 (s, 1H), 5.52 (m, 1H), 5.11 (d...